Dataset: the Open Reaction Database (ORD), a public repository of structured organic reaction records. Task: describe an organic reaction: reactants, conditions, products, and yield Starting materials: S(O)(O)(=O)=O (sulfuric acid), FC1=C(C(=O)O)C=C(C(=C1O)F)F (2,4,5-trifluoro-3-hydroxybenzoic acid), ( XXIII ), C(C)O (ethanol). Product: FC1=C(C(=O)OCC)C=C(C(=C1O)F)F (ethyl 2,4,5-trifluoro-3-hydroxybenzoate). Reaction SMILES: S(=O)(=O)(O)O.[F:6][C:7]1[C:15]([OH:16])=[C:14]([F:17])[C:13]([F:18])=[CH:12][C:8]=1[C:9]([OH:11])=[O:10].[CH2:19](O)[CH3:20]>>[F:6][C:7]1[C:15]([OH:16])=[C:14]([F:17])[C:13]([F:18])=[CH:12][C:8]=1[C:9]([O:11][CH2:19][CH3:20])=[O:10]. Procedure details: 5 ml of concentrated sulfuric acid were added to a solution of 20.0 g (0.104 moles) of 2,4,5-trifluoro-3-hydroxybenzoic acid [(XXIII), X=X'=F] (prepared as described in Preparation 13) in 500 ml of ethanol, and the mixture was heated under reflux for 4 hours. The ethanol was then removed by distillation under reduced pressure, and the residue was extracted with ethyl acetate. The extract was washed with a saturated aqueous solution of sodium bicarbonate and with water, in that order, after which... Starting materials: [Si](C)(C)(C(C)(C)C)OCCN1C([C@H](CCCC1)NC(OC(C)(C)C)=O)=O ((S)-tert-butyl 1-(2-(tert-butyldimethylsilyloxy)ethyl)-2-oxoazepan-3-ylcarbamate), Cl (hydrogen chloride), O1CCOCC1 (dioxane). The solvent is ClCCl (dichloromethane). Run at time 16 hour. The product is Cl.N[C@@H]1C(N(CCCC1)CCO)=O ((S)-3-amino-1-(2-hydroxyethyl)azepan-2-one hydrochloride). Isolated yield 100.0%. RXN SMILES: [Si]([O:8][CH2:9][CH2:10][N:11]1[CH2:17][CH2:16][CH2:15][CH2:14][C@H:13]([NH:18]C(=O)OC(C)(C)C)[C:12]1=[O:26])(C(C)(C)C)(C)C.[ClH:27].O1CCOCC1>ClCCl>[ClH:27].[NH2:18][C@H:13]1[CH2:14][CH2:15][CH2:16][CH2:17][N:11]([CH2:10][CH2:9][OH:8])[C:12]1=[O:26] |f:4.5|. Reported procedure: To a solution of (S)-tert-butyl 1-(2-(tert-butyldimethylsilyloxy)ethyl)-2-oxoazepan-3-ylcarbamate (prepared according to Example 15; 243 mg, 0.629 mmol) in dichloromethane (2 mL) was added 4M hydrogen chloride in dioxane (2 mL, 8 mmol), and the reaction mixture was allowed to stir at ambient temperature for 16 hours. The reaction mixture was concentrated to yield (S)-3-amino-1-(2-hydroxyethyl)azepan-2-one hydrochloride (131 mg, 100%), which was taken on to the next reaction without further purif... Reactants: Nc1ccc2c(c1)C=Cc1ccc(C(=O)O)cc1S2(=O)=O, O=C(O)c1ccc2c(c1)S(=O)(=O)c1ccccc1C=C2. The product is Nc1ccc2c(c1)C=Cc1ccc(CO)cc1S2(=O)=O. Reaction SMILES: [NH2:1][c:2]1[cH:3][cH:4][c:5]2[c:6]([cH:21]1)[CH:7]=[CH:8][c:9]1[c:10]([cH:14][c:15]([C:18](=[O:19])[OH:20])[cH:16][cH:17]1)[S:11]2(=[O:12])=[O:13].[cH:22]1[c:23]2[c:35]([cH:36][c:37]([C:38]([OH:39])=[O:40])[cH:41]1)[S:32](=[O:33])(=[O:34])[c:31]1[c:26]([cH:27][cH:28][cH:29][cH:30]1)[CH:25]=[CH:24]2>>[NH2:1][c:2]1[cH:3][cH:4][c:5]2[c:6]([cH:21]1)[CH:7]=[CH:8][c:9]1[c:10]([cH:14][c:15]([CH2:18][OH:19])[cH:16][cH:17]1)[S:11]2(=[O:12])=[O:13]. RXN SMILES: [C:37](=[O:38])([O-:39])[O-:40].[Cl:1][c:2]1[n:3][c:4]([N:23]2[CH2:24][CH2:25][O:26][CH2:27][CH2:28]2)[c:5]2[n:6][c:7]([CH2:12][N:13]3[CH2:14][CH:15]([CH:17]4[CH2:18][CH2:19][O:20][CH2:21][CH2:22]4)[CH2:16]3)[n:8]([CH3:11])[c:9]2[n:10]1.[Cs+:41].[Cs+:42].[NH2:29][c:30]1[cH:31][cH:32][cH:33][cH:34][c:35]1[NH2:36].[O:43]=[CH:44][N:45]([CH3:46])[CH3:47].[O:50]=[C:51]([CH:52]=[CH:53][c:54]1[cH:55][cH:56][cH:57][cH:58][cH:59]1)[CH:60]=[CH:61][c:62]1[cH:63][cH:64][cH:65][cH:66][cH:67]1.[O:68]=[C:69]([CH:70]=[CH:71][c:72]1[cH:73][cH:74][cH:75][cH:76][cH:77]1)[CH:78]=[CH:79][c:80]1[cH:81][cH:82][cH:83][cH:84][cH:85]1.[O:86]=[C:87]([CH:88]=[CH:89][c:90]1[cH:91][cH:92][cH:93][cH:94][cH:95]1)[CH:96]=[CH:97][c:98]1[cH:99][cH:100][cH:101][cH:102][cH:103]1.[Pd:48].[Pd:49]>>[c:2]1([NH:29][c:30]2[cH:31][cH:32][cH:33][cH:34][c:35]2[NH2:36])[n:3][c:4]([N:23]2[CH2:24][CH2:25][O:26][CH2:27][CH2:28]2)[c:5]2[n:6][c:7]([CH2:12][N:13]3[CH2:14][CH:15]([CH:17]4[CH2:18][CH2:19][O:20][CH2:21][CH2:22]4)[CH2:16]3)[n:8]([CH3:11])[c:9]2[n:10]1. Starting materials: O=C([O-])[O-], Cn1c(CN2CC(C3CCOCC3)C2)nc2c(N3CCOCC3)nc(Cl)nc21, [Cs+], [Cs+], Nc1ccccc1N, CN(C)C=O, O=C(C=Cc1ccccc1)C=Cc1ccccc1, O=C(C=Cc1ccccc1)C=Cc1ccccc1, O=C(C=Cc1ccccc1)C=Cc1ccccc1, [Pd], [Pd]. The product is Cn1c(CN2CC(C3CCOCC3)C2)nc2c(N3CCOCC3)nc(Nc3ccccc3N)nc21. Reactants: F[C@@H]1CN(CC[C@@H]1NC(OCC1=CC=CC=C1)=O)CC1CN2C=3C1=C(C=NC3C=CC2=O)F (racemic phenylmethyl {cis-3-fluoro-1-[(3-fluoro-7-oxo-4,5-dihydro-7H-pyrrolo[3,2,1-de]-1,5-naphthyridin-4-yl)methyl]-4-piperidinyl}carbamate), O1CCOCC1 (1,4-dioxane). The reagents and catalysts are [Pd] (Pd/C). Solvent: C(C)O (ethanol). Conditions: time 5 hour. Product: N[C@@H]1[C@@H](CN(CC1)CC1CN2C=3C1=C(C=NC3C=CC2=O)F)F (4-{[cis-4-amino-3-fluoro-1-piperidinyl]methyl}-3-fluoro-4,5-dihydro-7H-pyrrolo[3,2,1-de]-1,5-naphthyridin-7-one). Isolated yield 86.8%. RXN SMILES: [F:1][C@H:2]1[C@@H:7]([NH:8]C(=O)OCC2C=CC=CC=2)[CH2:6][CH2:5][N:4]([CH2:19][CH:20]2[C:24]3=[C:25]([F:33])[CH:26]=[N:27][C:28]4[CH:29]=[CH:30][C:31](=[O:32])[N:22]([C:23]=43)[CH2:21]2)[CH2:3]1.O1CCOCC1>C(O)C.[Pd]>[NH2:8][C@H:7]1[CH2:6][CH2:5][N:4]([CH2:19][CH:20]2[C:24]3=[C:25]([F:33])[CH:26]=[N:27][C:28]4[CH:29]=[CH:30][C:31](=[O:32])[N:22]([C:23]=43)[CH2:21]2)[CH2:3][C@H:2]1[F:1]. Procedure details: A solution of racemic phenylmethyl {cis-3-fluoro-1-[(3-fluoro-7-oxo-4,5-dihydro-7H-pyrrolo[3,2,1-de]-1,5-naphthyridin-4-yl)methyl]-4-piperidinyl}carbamate (1.218 g) in ethanol (20 ml)/1,4-dioxane (5 ml) was treated with 10% Pd/C (600 mg) and stirred under hydrogen at atmospheric pressure for 5 hours. After filtration through kieselguhr, the filtrate was evaporated and the residue chromatographed on silica gel, eluting with dichloromethane/methanol/0.88 aqueous ammonia, to give the desired compou... Reactants: C(C1=CC=CC=C1)N (benzylamine), C(C1=CC=CC=C1)(=O)NC=1SC(=C(N1)Cl)C(=O)O (2-benzoylamino-4-chlorothiazole-5-carboxylic acid). The product is C(C1=CC=CC=C1)NC(=O)C1=C(N=C(S1)NC(C1=CC=CC=C1)=O)Cl (2-Benzoylamino-4-chlorothiazole-5-carboxylic Acid Benzylamide). Yield: 20.0%. Reaction SMILES: [CH2:1]([NH2:8])[C:2]1[CH:7]=[CH:6][CH:5]=[CH:4][CH:3]=1.[C:9]([NH:17][C:18]1[S:19][C:20]([C:24](O)=[O:25])=[C:21]([Cl:23])[N:22]=1)(=[O:16])[C:10]1[CH:15]=[CH:14][CH:13]=[CH:12][CH:11]=1>>[CH2:1]([NH:8][C:24]([C:20]1[S:19][C:18]([NH:17][C:9](=[O:16])[C:10]2[CH:15]=[CH:14][CH:13]=[CH:12][CH:11]=2)=[N:22][C:21]=1[Cl:23])=[O:25])[C:2]1[CH:7]=[CH:6][CH:5]=[CH:4][CH:3]=1. Reported procedure: Following the procedure as described in Example 3, making variations only as required to use benzylamine in place of α-ethylbenzylamine to react with 2-benzoylamino-4-chlorothiazole-5-carboxylic acid, the title compound was obtained as a white solid in 20% yield; m. p. 247-249° C.; 1H NMR (DMSO-d6, 300 MHz) δ 12.5 (s, 1H), 8.11-7.93 (m, 2H), 7.72 (t, J=5.7 Hz, 1H), 7.58-6.95 (m, 8H), 4.48 (d, J=5.7 Hz, 2H); 13C NMR (DMSO-d6, 75 MHz) δ 166.1, 160.0, 138.5, 134.2, 133.0, 131.4, 128.6, 128.5, 128.4... Reactants: ClC1=C(C=CC(=C1)Cl)C=1N=C(C(=NC1CC)N[C@@H]1[C@H](CC2=CC=CC=C12)OC)CC (5-(2,4-dichlorophenyl)-3,6-diethyl-N-[(1S,2S)-2-methoxy-2,3-dihydro-1H-inden-1-yl]pyrazin-2-amine), ClC1=C(C=CC(=C1)Cl)C=1N=C(C(=NC1CC)N[C@@H]1[C@H](CC2=CC=CC=C12)O)CC ((1S,2S)-1-{[5-(2,4-dichlorophenyl)-3,6-diethylpyrazin-2-yl]amino}-2,3-dihydro-1H-inden-2-ol), BrCCF (1-bromo-2-fluoroethane). Yields the product ClC1=C(C=CC(=C1)Cl)C=1N=C(C(=NC1CC)N[C@@H]1[C@H](CC2=CC=CC=C12)OCCF)CC (5-(2,4-dichlorophenyl)-3,6-diethyl-N-[(1S,2S)-2-(2-fluoroethoxy)-2,3-dihydro-1H-inden-1-yl]pyrazin-2-amine). As a reaction SMILES: [Cl:1][C:2]1[CH:7]=[C:6]([Cl:8])[CH:5]=[CH:4][C:3]=1[C:9]1[N:10]=[C:11]([CH2:29][CH3:30])[C:12]([NH:17][C@H:18]2[C:26]3[C:21](=[CH:22][CH:23]=[CH:24][CH:25]=3)[CH2:20][C@@H:19]2[O:27][CH3:28])=[N:13][C:14]=1[CH2:15][CH3:16].ClC1C=C(Cl)C=CC=1C1N=C(CC)C(N[C@H]2C3C(=CC=CC=3)C[C@@H]2O)=NC=1CC.BrC[CH2:62][F:63]>>[Cl:1][C:2]1[CH:7]=[C:6]([Cl:8])[CH:5]=[CH:4][C:3]=1[C:9]1[N:10]=[C:11]([CH2:29][CH3:30])[C:12]([NH:17][C@H:18]2[C:26]3[C:21](=[CH:22][CH:23]=[CH:24][CH:25]=3)[CH2:20][C@@H:19]2[O:27][CH2:28][CH2:62][F:63])=[N:13][C:14]=1[CH2:15][CH3:16]. Reported procedure: Following the procedure for the preparation of 5-(2,4-dichlorophenyl)-3,6-diethyl-N-[(1S,2S)-2-methoxy-2,3-dihydro-1H-inden-1-yl]pyrazin-2-amine but substituting (1S,2S)-1-{[5-(2,4-dichlorophenyl)-3,6-diethylpyrazin-2-yl]amino}-2,3-dihydro-1H-inden-2-ol and 1-bromo-2-fluoroethane and making non-critical variations provided the title compound as a solid: MS (ESI+) for C25H26Cl2FN3O m/z 475 (M+H)+.